From a dataset of the Open Reaction Database (ORD), a public repository of structured organic reaction records. describe an organic reaction: reactants, conditions, products, and yield Reactants: Example 1 ( 1b ), C(C)(C)(C)OC(CNC(C1=CC=C(C=C1)O)=O)=O (N-(4-Hydroxybenzoyl)glycine tert-butyl ester), FC(C=1C=C(C=CC1)CCO)(F)F (2-[3-(trifluoromethyl)phenyl]ethanol). Yields the product FC(C=1C=C(C=CC1)CCOC1=CC=C(C(=O)NCC(=O)O)C=C1)(F)F (N-(4-{2-[3-(Trifluoromethyl)phenyl]ethoxy}benzoyl)glycine). Isolated yield 50.1%. RXN SMILES: C([O:5][C:6](=[O:18])[CH2:7][NH:8][C:9](=[O:17])[C:10]1[CH:15]=[CH:14][C:13]([OH:16])=[CH:12][CH:11]=1)(C)(C)C.[F:19][C:20]([F:31])([F:30])[C:21]1[CH:22]=[C:23]([CH2:27][CH2:28]O)[CH:24]=[CH:25][CH:26]=1>>[F:19][C:20]([F:30])([F:31])[C:21]1[CH:22]=[C:23]([CH2:27][CH2:28][O:16][C:13]2[CH:12]=[CH:11][C:10]([C:9]([NH:8][CH2:7][C:6]([OH:5])=[O:18])=[O:17])=[CH:15][CH:14]=2)[CH:24]=[CH:25][CH:26]=1. Procedure details: The same reaction as in Example 1 (1b) was conducted using N-(4-hydroxybenzoyl)glycine tert-butyl ester (502 mg, 2.00 mmol) prepared in Example 1 (1a) and 2-[3-(trifluoromethyl)phenyl]ethanol (330 μL, 2.20 mmol) to give 368 mg of the title compound (white powder, yield: 80%). The yield is 100.0%. The product is ClC1=CC(=C(C(=C1)Cl)S)C(C1=CC=C(C=C1)F)C1=CC=C(C=C1)F (4,6-Dichloro-2-[bis(4-fluorophenyl)methyl] thiophenol). Solvent: CCOCC (ether), CCOCC (ether). Reported procedure: A solution of 6.2 g of S-[4,6-dichloro-2-[bis(4-fluorophenyl)methyl]phenyl] N,N-dimethylthiocarbamate from stage (c) in ether was added dropwise, while cooling in ice, to a suspension of 0.8 g of lithium aluminum hydride in absolute ether. The mixture was stirred at room temperature for 90 min and was hydrolyzed, while cooling in ice, with 2 N sulfuric acid (pH 3). It was extracted several times with ether, the solution was dried over magnesium sulfate, and the solvent was removed in vacuo. The ... Reaction SMILES: CN(C)C(=O)[S:4][C:5]1[C:10]([Cl:11])=[CH:9][C:8]([Cl:12])=[CH:7][C:6]=1[CH:13]([C:21]1[CH:26]=[CH:25][C:24]([F:27])=[CH:23][CH:22]=1)[C:14]1[CH:19]=[CH:18][C:17]([F:20])=[CH:16][CH:15]=1.[H-].[Al+3].[Li+].[H-].[H-].[H-].S(=O)(=O)(O)O>CCOCC>[Cl:12][C:8]1[CH:9]=[C:10]([Cl:11])[C:5]([SH:4])=[C:6]([CH:13]([C:14]2[CH:19]=[CH:18][C:17]([F:20])=[CH:16][CH:15]=2)[C:21]2[CH:22]=[CH:23][C:24]([F:27])=[CH:25][CH:26]=2)[CH:7]=1 |f:1.2.3.4.5.6|. Starting materials: [H-].[Al+3].[Li+].[H-].[H-].[H-] (lithium aluminum hydride), CN(C(SC1=C(C=C(C=C1Cl)Cl)C(C1=CC=C(C=C1)F)C1=CC=C(C=C1)F)=O)C (S-[4,6-dichloro-2-[bis(4-fluorophenyl)methyl]phenyl] N,N-dimethylthiocarbamate), S(O)(O)(=O)=O (sulfuric acid). Reaction conditions: time 90 minute. The reactants are OCc1cc(Br)cs1, CS(C)=O, Nc1cc(Cl)nc(N)n1, [H-], [Na+]. Yields the product Nc1cc(OCc2cc(Br)cs2)nc(N)n1. As a reaction SMILES: [Br:3][c:4]1[cH:5][c:6]([CH2:9][OH:10])[s:7][cH:8]1.[CH3:20][S:21]([CH3:22])=[O:23].[Cl:11][c:12]1[cH:13][c:14]([NH2:19])[n:15][c:16]([NH2:18])[n:17]1.[H-:1].[Na+:2]>>[Br:3][c:4]1[cH:5][c:6]([CH2:9][O:10][c:12]2[cH:13][c:14]([NH2:19])[n:15][c:16]([NH2:18])[n:17]2)[s:7][cH:8]1. The solvent is CCOC(=O)C (EtOAc), O1CCOCC1 (dioxane). The reactants are C(C)(C)(C)OC(=O)N1CC2=C(CCC1)C(=NC(=N2)N(CC)CC)C2=CC=C(C=C2)F (2-diethylamino-4-(4-fluoro-phenyl)-5,6,7,9-tetrahydro-pyrimido[4,5-c]azepine-8-carboxylic acid tert-butyl ester), Cl (HCl). The product is C(C)N(C=1N=C(C2=C(CNCCC2)N1)C1=CC=C(C=C1)F)CC (Diethyl-[4-(4-fluoro-phenyl)-6,7,8,9-tetrahydro-5H-pyrimido[4,5-c]azepin-2-yl]-amine). As a reaction SMILES: C(OC([N:8]1[CH2:14][CH2:13][CH2:12][C:11]2[C:15]([C:24]3[CH:29]=[CH:28][C:27]([F:30])=[CH:26][CH:25]=3)=[N:16][C:17]([N:19]([CH2:22][CH3:23])[CH2:20][CH3:21])=[N:18][C:10]=2[CH2:9]1)=O)(C)(C)C.Cl>CCOC(C)=O.O1CCOCC1>[CH2:22]([N:19]([CH2:20][CH3:21])[C:17]1[N:16]=[C:15]([C:24]2[CH:25]=[CH:26][C:27]([F:30])=[CH:28][CH:29]=2)[C:11]2[CH2:12][CH2:13][CH2:14][NH:8][CH2:9][C:10]=2[N:18]=1)[CH3:23]. Conditions: time 16 hour. The yield is 90.0%. Procedure: To a solution of 2-diethylamino-4-(4-fluoro-phenyl)-5,6,7,9-tetrahydro-pyrimido[4,5-c]azepine-8-carboxylic acid tert-butyl ester (0.058 g, 0.14 mmol) in EtOAc (1 mL) was added 4 M HCl in dioxane (2 mL). After 16 h, the mixture was concentrated, diluted with saturated (satd.) aqueous (aq.) NaHCO3, and extracted with CH2Cl2. The combined organic layers were dried and concentrated. Purification by FCC (2 M NH3 in MeOH/CH2Cl2) provided the title compound (>90%). HPLC: Rt=9.7 min. MS (ESI): mass calc... Starting materials: Cc1nc(-c2ccc(N=CNC#N)cc2)c[nH]1, CN. The product is CNC=Nc1ccc(-c2c[nH]c(C)n2)cc1. Reaction SMILES: [C:1](#[N:2])[NH:3][CH:4]=[N:5][c:6]1[cH:7][cH:8][c:9](-[c:12]2[n:13][c:14]([CH3:17])[nH:15][cH:16]2)[cH:10][cH:11]1.[CH3:18][NH2:19]>>[CH3:1][NH:3][CH:4]=[N:5][c:6]1[cH:7][cH:8][c:9](-[c:12]2[n:13][c:14]([CH3:17])[nH:15][cH:16]2)[cH:10][cH:11]1. The reactants are BrC=1C=CC=2N(C1)C(=NN2)C(F)(F)F (6-bromo-3-(trifluoromethyl)-[1,2,4]triazolo[4,3-a]pyridine), C1(CC1)C1=CC=C(C=C1)B(O)O (4-cyclopropyl phenylboronic acid), dppf(Pd)Cl2, C([O-])([O-])=O.[K+].[K+] (potassium carbonate). Run in C1(=CC=CC=C1)C (toluene). Conditions: temperature 90 celsius. The product is C1(CC1)C1=CC=C(C=C1)C=1C=CC=2N(C1)C(=NN2)C(F)(F)F (6-(4-cyclopropylphenyl)-3-(trifluoromethyl)-[1,2,4]triazolo[4,3-a]pyridine). As a reaction SMILES: Br[C:2]1[CH:3]=[CH:4][C:5]2[N:6]([C:8]([C:11]([F:14])([F:13])[F:12])=[N:9][N:10]=2)[CH:7]=1.[CH:15]1([C:18]2[CH:23]=[CH:22][C:21](B(O)O)=[CH:20][CH:19]=2)[CH2:17][CH2:16]1.C(=O)([O-])[O-].[K+].[K+]>C1(C)C=CC=CC=1>[CH:15]1([C:18]2[CH:23]=[CH:22][C:21]([C:2]3[CH:3]=[CH:4][C:5]4[N:6]([C:8]([C:11]([F:14])([F:13])[F:12])=[N:9][N:10]=4)[CH:7]=3)=[CH:20][CH:19]=2)[CH2:17][CH2:16]1 |f:2.3.4|. Reported procedure: A suspension of 6-bromo-3-(trifluoromethyl)-[1,2,4]triazolo[4,3-a]pyridine (50 mg, 0.19 mmol), 4-cyclopropyl phenylboronic acid (34 mg, 0.21 mmol), dppf(Pd)Cl2 (6.9 mg, 0.094 mmol), potassium carbonate (52 mg, 0.62 mmol) in degassed toluene (1 mL), degassed water (0.5 mL) and degassed ethanol (0.5 mL) was heated at 90° C. for 1 hour. The layers are separated, the organic layer was concentrated and the residue was purified by column chromatography to provide 6-(4-cyclopropylphenyl)-3-(trifluorome...